Dataset: the Open Reaction Database (ORD), a public repository of structured organic reaction records. Task: describe an organic reaction: reactants, conditions, products, and yield The reactants are CC(C)(C)OC(=O)N1CCC(O)CC1, Cc1cc([N+](=O)[O-])ccc1O, ClCCl, CCOC(=O)N=NC(=O)OCC, c1ccc(P(c2ccccc2)c2ccccc2)cc1. Product: Cc1cc([N+](=O)[O-])ccc1OC1CCN(C(=O)OC(C)(C)C)CC1. Reaction SMILES: [C:1]([CH3:2])([CH3:3])([CH3:4])[O:5][C:6](=[O:7])[N:8]1[CH2:9][CH2:10][CH:11]([OH:14])[CH2:12][CH2:13]1.[CH3:15][c:16]1[c:17]([OH:25])[cH:18][cH:19][c:20]([N+:22](=[O:23])[O-:24])[cH:21]1.[Cl:45][CH2:46][Cl:47].[O:48]=[C:49]([O:50][CH2:51][CH3:52])[N:53]=[N:54][C:55]([O:56][CH2:57][CH3:58])=[O:59].[c:26]1([P:27]([c:28]2[cH:29][cH:30][cH:31][cH:32][cH:33]2)[c:34]2[cH:35][cH:36][cH:37][cH:38][cH:39]2)[cH:40][cH:41][cH:42][cH:43][cH:44]1>>[C:1]([CH3:2])([CH3:3])([CH3:4])[O:5][C:6](=[O:7])[N:8]1[CH2:9][CH2:10][CH:11]([O:14][c:17]2[c:16]([CH3:15])[cH:21][c:20]([N+:22](=[O:23])[O-:24])[cH:19][cH:18]2)[CH2:12][CH2:13]1. The reactants are C(C)(C)(C)OC(COC1=C(C=C(C=C1)Cl)C#C)=O (tert-butyl(4-chloro-2-ethynylphenoxy)acetate), BrC=1C=C(C=CC1)S(=O)(=O)CCO (2-(3-bromo-benzenesulfonyl)-ethanol), C(C)(C)(C)OC(COC1=C(C=C(C=C1)Cl)C#C)=O (tert-butyl(4-chloro-2-ethynylphenoxy)acetate), BrC=1C=C(C=CC1)S(=O)(=O)CCO (2-(3-bromo-benzenesulfonyl)-ethanol). The product is ClC1=CC(=C(OCC(=O)O)C=C1)C#CC1=CC(=CC=C1)S(=O)(=O)CCO ([4-chloro-2-({3-[(2-hydroxyethyl)sulfonyl]phenyl}ethynyl)phenoxy]acetic acid). RXN SMILES: C([O:5][C:6](=[O:18])[CH2:7][O:8][C:9]1[CH:14]=[CH:13][C:12]([Cl:15])=[CH:11][C:10]=1[C:16]#[CH:17])(C)(C)C.Br[C:20]1[CH:21]=[C:22]([S:26]([CH2:29][CH2:30][OH:31])(=[O:28])=[O:27])[CH:23]=[CH:24][CH:25]=1>>[Cl:15][C:12]1[CH:13]=[CH:14][C:9]([O:8][CH2:7][C:6]([OH:5])=[O:18])=[C:10]([C:16]#[C:17][C:20]2[CH:25]=[CH:24][CH:23]=[C:22]([S:26]([CH2:29][CH2:30][OH:31])(=[O:28])=[O:27])[CH:21]=2)[CH:11]=1. Procedure details: Following the general method as outlined in Example 10, starting from tert-butyl(4-chloro-2-ethynylphenoxy)acetate (Intermediate 3) and 2-(3-bromo-benzenesulfonyl)-ethanol (Intermediate 7), the title compound was obtained as a beige solid after purification by preparative HPLC. Run in CN(C=O)C (N,N-dimethylformamide). Conditions: time 5 hour. Yields the product FC1=C(C=CC2=CC(=CC=C12)C#CC1=CC=C(C=C1)CCC)OC(F)(F)F (1-fluoro-2-trifluoromethoxy-6-[(4-propylphenyl)ethynyl]naphthalene). Procedure details: 10 g of 4-propyl-1-ethynylbenzene and 19.5 g of 2-bromo-5-fluoro-6-trifluoromethoxynaphthalene were dissolved in 50 ml of N,N-dimethylformamide (DMF). To the solution were then added 50 mg of copper iodide (I) and 100 mg of tetrakis(triphenylphosphine)palladium (0). The reaction mixture was then stirred at room temperature for 5 hours. To the reaction solution was then added toluene. Insoluble matters water removed by filtration. The residue was then washed with water and saturated brine. The so... Reactants: O (water), C(CC)C1=CC=C(C=C1)C#C (4-propyl-1-ethynylbenzene), BrC1=CC2=CC=C(C(=C2C=C1)F)OC(F)(F)F (2-bromo-5-fluoro-6-trifluoromethoxynaphthalene), C1(=CC=CC=C1)C (toluene). Isolated yield 36.6%. As a reaction SMILES: [CH2:1]([C:4]1[CH:9]=[CH:8][C:7]([C:10]#[CH:11])=[CH:6][CH:5]=1)[CH2:2][CH3:3].Br[C:13]1[CH:22]=[CH:21][C:20]2[C:15](=[CH:16][CH:17]=[C:18]([O:24][C:25]([F:28])([F:27])[F:26])[C:19]=2[F:23])[CH:14]=1.C1(C)C=CC=CC=1.O>CN(C)C=O.[Cu](I)I.C1C=CC([P]([Pd]([P](C2C=CC=CC=2)(C2C=CC=CC=2)C2C=CC=CC=2)([P](C2C=CC=CC=2)(C2C=CC=CC=2)C2C=CC=CC=2)[P](C2C=CC=CC=2)(C2C=CC=CC=2)C2C=CC=CC=2)(C2C=CC=CC=2)C2C=CC=CC=2)=CC=1>[F:23][C:19]1[C:20]2[C:15](=[CH:14][C:13]([C:11]#[C:10][C:7]3[CH:8]=[CH:9][C:4]([CH2:1][CH2:2][CH3:3])=[CH:5][CH:6]=3)=[CH:22][CH:21]=2)[CH:16]=[CH:17][C:18]=1[O:24][C:25]([F:28])([F:27])[F:26] |^1:48,50,69,88|. Reagents/catalysts: [Cu](I)I (copper iodide), C=1C=CC(=CC1)[P](C=2C=CC=CC2)(C=3C=CC=CC3)[Pd]([P](C=4C=CC=CC4)(C=5C=CC=CC5)C=6C=CC=CC6)([P](C=7C=CC=CC7)(C=8C=CC=CC8)C=9C=CC=CC9)[P](C=1C=CC=CC1)(C=1C=CC=CC1)C=1C=CC=CC1 (tetrakis(triphenylphosphine)palladium). Starting materials: Cl, [I-], [K+], O=N[O-], Nc1cccc(Cl)c1C(=O)O, [Na+], [Na+], [Na+], O, O=S(=O)(O)O, O=S([O-])([O-])=S. Product: O=C(O)c1c(Cl)cccc1I. RXN SMILES: [ClH:12].[I-:18].[K+:17].[N:13]([O-:14])=[O:15].[NH2:1][c:2]1[c:3]([C:4](=[O:5])[OH:6])[c:7]([Cl:11])[cH:8][cH:9][cH:10]1.[Na+:16].[Na+:29].[Na+:30].[OH2:31].[S:19](=[O:20])(=[O:21])([OH:22])[OH:23].[S:24]([O-:25])([O-:26])(=[O:27])=[S:28]>>[c:2]1([I:18])[c:3]([C:4](=[O:5])[OH:6])[c:7]([Cl:11])[cH:8][cH:9][cH:10]1. Starting materials: O=C(n1ccnc1)n1ccnc1, CC(C)(C)OC(=O)NN, CCOC(C)=O, Cl, O=[N+]([O-])c1ccc(CCO)cc1, C1CCOC1. Yields the product CC(C)(C)OC(=O)NNC(=O)OCCc1ccc([N+](=O)[O-])cc1. RXN SMILES: [C:13](=[O:14])([n:15]1[cH:16][cH:17][n:18][cH:19]1)[n:20]1[cH:21][cH:22][n:23][cH:24]1.[C:25]([NH:26][NH2:27])(=[O:28])[O:29][C:30]([CH3:31])([CH3:32])[CH3:33].[CH3:40][CH2:41][O:42][C:43](=[O:44])[CH3:45].[ClH:34].[N+:1](=[O:2])([O-:3])[c:4]1[cH:5][cH:6][c:7]([CH2:10][CH2:11][OH:12])[cH:8][cH:9]1.[O:35]1[CH2:36][CH2:37][CH2:38][CH2:39]1>>[N+:1](=[O:2])([O-:3])[c:4]1[cH:5][cH:6][c:7]([CH2:10][CH2:11][O:12][C:13](=[O:14])[NH:27][NH:26][C:25](=[O:28])[O:29][C:30]([CH3:31])([CH3:32])[CH3:33])[cH:8][cH:9]1. Reactants: CC(CC=1C=CC(=CC1)O)NCC(C=2C=C(C=C(C2)O)O)O.Br (fenoterol HBr), lecithin. Run in C(F)(Cl)(Cl)Cl (Arcton 11), C(F)(Cl)(Cl)Cl (Arcton 11). Product: CC(CC=1C=CC(=CC1)O)NCC(C=2C=C(C=C(C2)O)O)O (fenoterol). RXN SMILES: [CH3:1][CH:2]([NH:11][CH2:12][CH:13]([OH:22])[C:14]1[CH:15]=[C:16]([OH:21])[CH:17]=[C:18]([OH:20])[CH:19]=1)[CH2:3][C:4]1[CH:5]=[CH:6][C:7]([OH:10])=[CH:8][CH:9]=1.Br>C(Cl)(Cl)(Cl)F>[CH3:1][CH:2]([NH:11][CH2:12][CH:13]([OH:22])[C:14]1[CH:19]=[C:18]([OH:20])[CH:17]=[C:16]([OH:21])[CH:15]=1)[CH2:3][C:4]1[CH:9]=[CH:8][C:7]([OH:10])=[CH:6][CH:5]=1 |f:0.1|. Procedure details: 50 mg of micronised fenoterol HBr was dispersed uniformly in a solution of soy-bean lecithin (600 mg) 95% pure in 2 g of Arcton 11. The Arcton 11 was allowed to flash off, leaving behind a dispersion of fenoterol particles in lipid. To this dispersion, 5 g of micronised lactose was added. The resultant powder composition was tumbled in a ball-mill to ensure uniform mixing.